From a dataset of the Open Reaction Database (ORD), a public repository of structured organic reaction records. describe an organic reaction: reactants, conditions, products, and yield Reactants: O=C(c1ncc[nH]1)c1ncc[nH]1, CN(C)C=O, CN(C)C1CCc2[nH]c3ccc(N)cc3c2C1, O=C(O)c1ccc2[nH]ccc2c1. Product: CN(C)C1CCc2[nH]c3ccc(NC(=O)c4ccc5[nH]ccc5c4)cc3c2C1. RXN SMILES: [C:13]([c:14]1[nH:15][cH:16][cH:17][n:18]1)([c:19]1[nH:20][cH:21][cH:22][n:23]1)=[O:24].[CH3:42][N:43]([CH3:44])[CH:45]=[O:46].[NH2:25][c:26]1[cH:27][c:28]2[c:29]3[c:34]([nH:35][c:36]2[cH:37][cH:38]1)[CH2:33][CH2:32][CH:31]([N:39]([CH3:40])[CH3:41])[CH2:30]3.[nH:1]1[cH:2][cH:3][c:4]2[cH:5][c:6]([C:10](=[O:11])[OH:12])[cH:7][cH:8][c:9]12>>[nH:1]1[cH:2][cH:3][c:4]2[cH:5][c:6]([C:10](=[O:12])[NH:25][c:26]3[cH:27][c:28]4[c:29]5[c:34]([nH:35][c:36]4[cH:37][cH:38]3)[CH2:33][CH2:32][CH:31]([N:39]([CH3:40])[CH3:41])[CH2:30]5)[cH:7][cH:8][c:9]12. The reactants are COC=1C(=CC2=C(CCN(CC2C)C(C(F)(F)F)=O)N1)N (2-methoxy-5-methyl-7-(trifluoroacetyl)-6,7,8,9-tetrahydro-5H -pyrido[2,3-d]azepin-3-amine), C(C)=O (acetaldehyde). Reagents/catalysts: [Pd] (Pd/C). Solvent: CCO (EtOH). Reaction conditions: time 16 hour. Yields the product C(C)NC1=CC2=C(CCN(CC2C)C(C(F)(F)F)=O)N=C1OC (N-ethyl-2-methoxy-5-methyl-7-(trifluoroacetyl)-6,7,8,9-tetrahydro-5H-pyrido[2,3-d]azepin-3-amine). The yield is 56.3%. RXN SMILES: [CH3:1][O:2][C:3]1[C:4]([NH2:21])=[CH:5][C:6]2[CH:12]([CH3:13])[CH2:11][N:10]([C:14](=[O:19])[C:15]([F:18])([F:17])[F:16])[CH2:9][CH2:8][C:7]=2[N:20]=1.[CH:22](=O)[CH3:23]>CCO.[Pd]>[CH2:22]([NH:21][C:4]1[C:3]([O:2][CH3:1])=[N:20][C:7]2[CH2:8][CH2:9][N:10]([C:14](=[O:19])[C:15]([F:18])([F:16])[F:17])[CH2:11][CH:12]([CH3:13])[C:6]=2[CH:5]=1)[CH3:23]. Reported procedure: A mixture of 2-methoxy-5-methyl-7-(trifluoroacetyl)-6,7,8,9-tetrahydro-5H -pyrido[2,3-d]azepin-3-amine (455 mg, 1.5 mmol), acetaldehyde (253 μl, 4.50 mmol) and 5% Pd/C (23.0 mg) in EtOH (18 ml) was subjected to H2 (50 psi) for 16 h at room temperature. The reaction mixture was filtered, concentrated under reduced pressure and purified by column chromatography to provide 280 mg (56%) of N-ethyl-2-methoxy-5-methyl-7-(trifluoroacetyl)-6,7,8,9-tetrahydro-5H-pyrido[2,3-d]azepin-3-amine. 1H NMR (CDCl3... The reactants are ClC1=CC2=C(N=C(N=[N+]2[O-])NN)C=C1 (7-chloro-3-hydrazino-benzo-1,2,4-triazine 1-oxide), C(C)(=O)CC(C)=O (acetylacetone). Run in C(C)O (ethanol). Product: CC1=NN(C(=C1)C)C=1N=[N+](C2=C(N1)C=CC(=C2)Cl)[O-] (3-(3,5-dimethyl-pyrazol-1-yl)-7-chlorobenzo-1,2,4-triazine 1-oxide). Isolated yield 73.3%. RXN SMILES: [Cl:1][C:2]1[CH:14]=[CH:13][C:5]2[N:6]=[C:7]([NH:11][NH2:12])[N:8]=[N+:9]([O-:10])[C:4]=2[CH:3]=1.[C:15]([CH2:18][C:19](=O)[CH3:20])(=O)[CH3:16]>C(O)C>[CH3:16][C:15]1[CH:18]=[C:19]([CH3:20])[N:11]([C:7]2[N:8]=[N+:9]([O-:10])[C:4]3[CH:3]=[C:2]([Cl:1])[CH:14]=[CH:13][C:5]=3[N:6]=2)[N:12]=1. Procedure details: 21.2 g (0.1 mol) of 7-chloro-3-hydrazino-benzo-1,2,4-triazine 1-oxide were boiled under reflux with 10 g (0.1 mol) of acetylacetone in 200 ml of ethanol for 5 hours. After cooling, the reaction product which had precipitated was filtered off, washed with ethanol and dried. 20.2 g of 3-(3,5-dimethyl-pyrazol-1-yl)-7-chlorobenzo-1,2,4-triazine 1-oxide of melting point 198°-200° C. (from dimethylformamide) were obtained, that is to say 73% of theory. Starting materials: OC=1C=C(C=CC1)C=C1C(OC(OC1=O)(C)C)=O (5-((3-Hydroxyphenyl)methylidene)-2,2-dimethyl-1,3-dioxane-4,6-dione), C(=C)(C)[Mg]Br (isopropenylmagnesium bromide), OC=1C=C(C=CC1)C(CC=C)C1C(OC(OC1=O)(C)C)=O (5-(1-(3-Hydroxyphenyl)-3-butenyl)-2,2-dimethyl-1,3-dioxane-4,6-dione). Product: OC=1C=C(C=CC1)C(C(=C)C)C1C(OC(OC1=O)(C)C)=O (5-(1-(3-Hydroxyphenyl)-2-methyl-2-propenyl)-2,2-dimethyl-1,3-dioxane-4,6-dione). The yield is 37.4%. RXN SMILES: [OH:1][C:2]1[CH:3]=[C:4]([CH:8]=[C:9]2[C:14](=[O:15])[O:13][C:12]([CH3:17])([CH3:16])[O:11][C:10]2=[O:18])[CH:5]=[CH:6][CH:7]=1.[C:19]([Mg]Br)([CH3:21])=[CH2:20].OC1C=C(C(C2C(=O)OC(C)(C)OC2=O)CC=C)C=CC=1>>[OH:1][C:2]1[CH:3]=[C:4]([CH:8]([CH:9]2[C:10](=[O:18])[O:11][C:12]([CH3:16])([CH3:17])[O:13][C:14]2=[O:15])[C:19]([CH3:21])=[CH2:20])[CH:5]=[CH:6][CH:7]=1. Procedure: Compound 8.1 (2.00 g, 8.1 mmol) was treated with isopropenylmagnesium bromide (available from Aldrich) (0.5 M in THF) (97 mL, 48 mmol) according to the method described for preparation of 43.1 to afford 48.1 (0.88 g, 38%) as a yellow oil. Reactants: NC=1C=C2C(=C(C=NC2=CC1)C#N)NC1=CC(=CC=C1)OC (6-amino-4-[(3-methoxyphenyl)amino]-3-quinolinecarbonitrile), C([O-])(O)=O.[Na+] (sodium bicarbonate), 1.21, N1(CCCCC1)CC#CC(=O)O (4-piperidino-2-butynoic acid), CN1CCOCC1 (N-methylmorpholine), ClC(=O)OCC(C)C (isobutyl chloroformate), ice water. The solvent is N1=CC=CC=C1 (pyridine), C1CCOC1 (THF). Reaction conditions: temperature 0 celsius, time 40 minute. Yields the product C(#N)C=1C=NC2=CC=C(C=C2C1NC1=CC(=CC=C1)OC)NC(C#CCN1CCCCC1)=O (N-{3-cyano-4-[(3-methoxyphenyl)amino]-6-quinolinyl}-4-piperidino-2-butynamide). RXN SMILES: [N:1]1([CH2:7][C:8]#[C:9][C:10]([OH:12])=O)[CH2:6][CH2:5][CH2:4][CH2:3][CH2:2]1.CN1CCOCC1.ClC(OCC(C)C)=O.[NH2:28][C:29]1[CH:30]=[C:31]2[C:36](=[CH:37][CH:38]=1)[N:35]=[CH:34][C:33]([C:39]#[N:40])=[C:32]2[NH:41][C:42]1[CH:47]=[CH:46][CH:45]=[C:44]([O:48][CH3:49])[CH:43]=1.C(=O)(O)[O-].[Na+]>C1COCC1.N1C=CC=CC=1>[C:39]([C:33]1[CH:34]=[N:35][C:36]2[C:31]([C:32]=1[NH:41][C:42]1[CH:47]=[CH:46][CH:45]=[C:44]([O:48][CH3:49])[CH:43]=1)=[CH:30][C:29]([NH:28][C:10](=[O:12])[C:9]#[C:8][CH2:7][N:1]1[CH2:2][CH2:3][CH2:4][CH2:5][CH2:6]1)=[CH:38][CH:37]=2)#[N:40] |f:4.5|. Reported procedure: Partially dissolved 1.21 (7.22 mmol) 4-piperidino-2-butynoic acid in 100 ml THF and chilled to 0° C. under N2. Added 955 μl (8.67 mmol) N-methylmorpholine and 750 μl (5.78 mmol) isobutyl chloroformate. Stirred for 40 minutes and added a solution of 840 mg (2.89 mmol) 6-amino-4-[(3-methoxyphenyl)amino]-3-quinolinecarbonitrile dissolved in 10 ml hot pyridine. At 2 hours, poured into ice water and made basic with saturated sodium bicarbonate. Extracted with ethyl acetate, dried with sodium sulfate,... The reactants are O=C(c1ccc(-c2cc(C(F)(F)F)cc(C(F)(F)F)c2)c(Br)c1)N1CCC(c2cccnc2)C1, O=C([O-])[O-], CC#N, ON=Cc1ccccc1O, [Cs+], [Cs+], c1cn[nH]c1. The product is O=C(c1ccc(-c2cc(C(F)(F)F)cc(C(F)(F)F)c2)c(-n2cccn2)c1)N1CCC(c2cccnc2)C1. As a reaction SMILES: [Br:1][c:2]1[c:3](-[c:21]2[cH:22][c:23]([C:31]([F:32])([F:33])[F:34])[cH:24][c:25]([C:27]([F:28])([F:29])[F:30])[cH:26]2)[cH:4][cH:5][c:6]([C:8](=[O:9])[N:10]2[CH2:11][CH:12]([c:15]3[cH:16][n:17][cH:18][cH:19][cH:20]3)[CH2:13][CH2:14]2)[cH:7]1.[C:50](=[O:51])([O-:52])[O-:53].[CH3:56][C:57]#[N:58].[CH:40](=[N:41][OH:42])[c:43]1[c:44]([OH:49])[cH:45][cH:46][cH:47][cH:48]1.[Cs+:54].[Cs+:55].[nH:35]1[n:36][cH:37][cH:38][cH:39]1>>[c:2]1(-[n:35]2[n:36][cH:37][cH:38][cH:39]2)[c:3](-[c:21]2[cH:22][c:23]([C:31]([F:32])([F:33])[F:34])[cH:24][c:25]([C:27]([F:28])([F:29])[F:30])[cH:26]2)[cH:4][cH:5][c:6]([C:8](=[O:9])[N:10]2[CH2:11][CH:12]([c:15]3[cH:16][n:17][cH:18][cH:19][cH:20]3)[CH2:13][CH2:14]2)[cH:7]1. The reactants are ClC1=C(C=C(C=C1)[N+](=O)[O-])O (2-chloro-5-nitrophenol), C(CC)I (propyl iodide), C([O-])([O-])=O.[K+].[K+] (potassium carbonate). Run in CC(=O)C (acetone). Reaction conditions: time 6 hour. Product: ClC1=C(C=C(C=C1)[N+](=O)[O-])OCCC (4-chloro-3-propoxynitrobenzene). As a reaction SMILES: [Cl:1][C:2]1[CH:7]=[CH:6][C:5]([N+:8]([O-:10])=[O:9])=[CH:4][C:3]=1[OH:11].[CH2:12](I)[CH2:13][CH3:14].C(=O)([O-])[O-].[K+].[K+]>CC(C)=O>[Cl:1][C:2]1[CH:7]=[CH:6][C:5]([N+:8]([O-:10])=[O:9])=[CH:4][C:3]=1[O:11][CH2:12][CH2:13][CH3:14] |f:2.3.4|. Procedure: A mixture of 3.47 g. of 2-chloro-5-nitrophenol, 3.74 g. of propyl iodide, 3.04 g. of anhydrous potassium carbonate and 20 ml. of acetone was refluxed with stirring for 6 hours to obtain 3.80 g of 4-chloro-3-propoxynitrobenzene having a melting point of 52° to 53° C. Starting materials: ClCCl, O=C(O)C(F)(F)F, CC(C)(C)OC(=O)NCCc1ccc(NCC(O)c2ccccc2)cc1. Product: O=C(O)C(F)(F)F, NCCc1ccc(NCC(O)c2ccccc2)cc1. RXN SMILES: [CH2:34]([Cl:35])[Cl:36].[F:27][C:28]([C:29](=[O:30])[OH:31])([F:32])[F:33].[c:1]1([CH:7]([CH2:8][NH:9][c:10]2[cH:11][cH:12][c:13]([CH2:16][CH2:17][NH:18][C:19]([O:20][C:21]([CH3:22])([CH3:23])[CH3:24])=[O:25])[cH:14][cH:15]2)[OH:26])[cH:2][cH:3][cH:4][cH:5][cH:6]1>>[F:27][C:28]([C:29](=[O:30])[OH:31])([F:32])[F:33].[c:1]1([CH:7]([CH2:8][NH:9][c:10]2[cH:11][cH:12][c:13]([CH2:16][CH2:17][NH2:18])[cH:14][cH:15]2)[OH:26])[cH:2][cH:3][cH:4][cH:5][cH:6]1. Procedure details: Crude 7-{7-(3-hydroxy-3-methyl-5-ethoxypent-1-enyl)-1,4-dioxaspiro[4,4]non-6-yl}heptanoic acid (0.38 g.), water (8 ml.) and glacial acetic acid (16 ml.) were left to stand at room temperature for 6 hours. The solution was then evaporated in vacuo at a temperature lower than 50° C. Ethyl acetate (150 ml.) was added, and then the solution washed with water (until the pH of the washings was pH 5), dried over sodium sulphate, and evaporated to give 7-[5-(3-hydroxy-3-methyl-5-ethoxypent-1-enyl)-2-oxo... As a reaction SMILES: [OH:1][C:2]([CH3:28])([CH2:23][CH2:24][O:25][CH2:26][CH3:27])[CH:3]=[CH:4][CH:5]1[CH2:13][CH2:12][C:7]2(OCC[O:8]2)[CH:6]1[CH2:14][CH2:15][CH2:16][CH2:17][CH2:18][CH2:19][C:20]([OH:22])=[O:21].O>C(O)(=O)C>[OH:1][C:2]([CH3:28])([CH2:23][CH2:24][O:25][CH2:26][CH3:27])[CH:3]=[CH:4][CH:5]1[CH:6]([CH2:14][CH2:15][CH2:16][CH2:17][CH2:18][CH2:19][C:20]([OH:22])=[O:21])[C:7](=[O:8])[CH2:12][CH2:13]1. Run in C(C)(=O)O (acetic acid). Yield: 106.5%. Reaction conditions: time 6 hour. Reactants: OC(C=CC1C(C2(OCCO2)CC1)CCCCCCC(=O)O)(CCOCC)C (7-{7-(3-hydroxy-3-methyl-5-ethoxypent-1-enyl)-1,4-dioxaspiro[4,4]non-6-yl}heptanoic acid), O (water). Yields the product OC(C=CC1CCC(C1CCCCCCC(=O)O)=O)(CCOCC)C (7-[5-(3-hydroxy-3-methyl-5-ethoxypent-1-enyl)-2-oxocyclopentyl]heptanoic acid). Reactants: BrN1C(CCC1=O)=O (N-bromo succinimide), FC1=C(COC2=CC(N(C(=C2)C)CC2=NC=C(C(=O)OC)C=C2)=O)C=CC(=C1)F (Methyl 6-{[4-[(2,4-difluorobenzyl)oxy]-6-methyl-2-oxopyridin-1(2H)-yl]methyl}nicotinate), C([O-])(O)=O.[Na+] (sodium bicarbonate). The solvent is ClCCl (dichloromethane). Reaction conditions: time 3 hour. Product: BrC=1C(N(C(=CC1OCC1=C(C=C(C=C1)F)F)C)CC1=NC=C(C(=O)OC)C=C1)=O (methyl 6-{[3-bromo-4-[(2,4-difluorobenzyl)oxy]-6-methyl-2-oxopyridin-1(2H)-yl]methyl}nicotinate). As a reaction SMILES: [F:1][C:2]1[CH:28]=[C:27]([F:29])[CH:26]=[CH:25][C:3]=1[CH2:4][O:5][C:6]1[CH:11]=[C:10]([CH3:12])[N:9]([CH2:13][C:14]2[CH:23]=[CH:22][C:17]([C:18]([O:20][CH3:21])=[O:19])=[CH:16][N:15]=2)[C:8](=[O:24])[CH:7]=1.[Br:30]N1C(=O)CCC1=O.C(=O)(O)[O-].[Na+]>ClCCl>[Br:30][C:7]1[C:8](=[O:24])[N:9]([CH2:13][C:14]2[CH:23]=[CH:22][C:17]([C:18]([O:20][CH3:21])=[O:19])=[CH:16][N:15]=2)[C:10]([CH3:12])=[CH:11][C:6]=1[O:5][CH2:4][C:3]1[CH:25]=[CH:26][C:27]([F:29])=[CH:28][C:2]=1[F:1] |f:2.3|. Procedure details: Methyl 6-{[4-[(2,4-difluorobenzyl)oxy]-6-methyl-2-oxopyridin-1(2H)-yl]methyl}nicotinate (350 mg, 0.87 mmol) (1.0 g, 2.5 mmol) was added into 150 ml of dichloromethane followed by addition of N-bromo succinimide (500 mg, 2.8 mmol). The solution was stirred at room temperature for 3 hours. Saturated sodium bicarbonate solution (300 ml) was added into the reaction mixture and it was transferred to a separatory funnel. The product was extracted with ethyl acetate (500 ml X2). The combined ethyl acet...